describe an organic reaction: reactants, conditions, products, and yield From a dataset of the Open Reaction Database (ORD), a public repository of structured organic reaction records. Starting materials: COC=1C=C(C(=O)CC(=O)OCC)C=CC1OC (ethyl 3,4-dimethoxybenzoylacetate), C(C1=CC=CC=C1)NN (benzylhydrazine). Solvent: C(C)O (ethanol). Conditions: time 12 hour. The product is COC=1C=C(C=CC1OC)C1CC(N(N1)CC1=CC=CC=C1)=O (5-(3,4-dimethoxyphenyl)-2-benzylpyrazolin-3-one). Isolated yield 53.4%. RXN SMILES: [CH3:1][O:2][C:3]1[CH:4]=[C:5]([CH:14]=[CH:15][C:16]=1[O:17][CH3:18])[C:6]([CH2:8][C:9]([O:11]CC)=O)=O.[CH2:19]([NH:26][NH2:27])[C:20]1[CH:25]=[CH:24][CH:23]=[CH:22][CH:21]=1>C(O)C>[CH3:1][O:2][C:3]1[CH:4]=[C:5]([CH:6]2[NH:27][N:26]([CH2:19][C:20]3[CH:25]=[CH:24][CH:23]=[CH:22][CH:21]=3)[C:9](=[O:11])[CH2:8]2)[CH:14]=[CH:15][C:16]=1[O:17][CH3:18]. Reported procedure: 6.6 g of ethyl 3,4-dimethoxybenzoylacetate were suspended in ethanol, and 3.5 g of benzylhydrazine were added dropwise with ice cooling over the course of 1.5 hours. The reaction mixture was stirred at room temperature for 12 hours. Then the precipitated product was filtered out and washed first with ethanol and then with tert-butyl methyl ether. 4.36 g of 5-(3,4-dimethoxyphenyl)-2-benzylpyrazolin-3-one were obtained. Melting point: 164°-166° C. The reactants are ClC1=C(SC=C1CN1CCOCC1)C(=O)[O-].[Na+] (sodium 3-chloro4-(morpholin-4-yl)methyl-2-thiophene carboxylate), ClC1=CC=C(C=C1)NC(C1=C(C=CC(=C1)Cl)N)=O (N-(4-chlorophenyl)-2-amino-5-chlorobenzamide), O=P(Cl)(Cl)Cl (POCl3). The solvent is N1=CC=CC=C1 (pyridine). Reaction conditions: time 45 minute. Product: ClC1=CC=C(C=C1)NC(C1=C(C=CC(=C1)Cl)NC(=O)C=1SC=C(C1Cl)CN1CCOCC1)=O (N-(4-chlorophenyl)-2-[((4-(morpholin-4-yl)methyl-3-chlorothiophen-2-yl)carbonyl)amino]-5-chlorobenzamide). Isolated yield 16.0%. As a reaction SMILES: [Cl:1][C:2]1[C:6]([CH2:7][N:8]2[CH2:13][CH2:12][O:11][CH2:10][CH2:9]2)=[CH:5][S:4][C:3]=1[C:14]([O-:16])=O.[Na+].[Cl:18][C:19]1[CH:24]=[CH:23][C:22]([NH:25][C:26](=[O:35])[C:27]2[CH:32]=[C:31]([Cl:33])[CH:30]=[CH:29][C:28]=2[NH2:34])=[CH:21][CH:20]=1.O=P(Cl)(Cl)Cl>N1C=CC=CC=1>[Cl:18][C:19]1[CH:20]=[CH:21][C:22]([NH:25][C:26](=[O:35])[C:27]2[CH:32]=[C:31]([Cl:33])[CH:30]=[CH:29][C:28]=2[NH:34][C:14]([C:3]2[S:4][CH:5]=[C:6]([CH2:7][N:8]3[CH2:9][CH2:10][O:11][CH2:12][CH2:13]3)[C:2]=2[Cl:1])=[O:16])=[CH:23][CH:24]=1 |f:0.1|. Procedure: To a mixture of sodium 3-chloro4-(morpholin-4-yl)methyl-2-thiophene carboxylate (1.0 g, 3.9 mmol) and N-(4-chlorophenyl)-2-amino-5-chlorobenzamide (0.88 g, 3.1 mmol) in pyridine (20 mL) at −10° C. was added POCl3 (0.40 mL, 4.3 mmol). After 45 minutes, the mixture was poured onto ice-water and the resulting solid collected by filtration. Crystallization from 1-butanol afforded 0.26 g (13% yield) of N-(4-chlorophenyl)-2-[((4-(morpholin-4-yl)methyl-3-chlorothiophen-2-yl)carbonyl)amino]-5-chlorobenz... The reactants are CN(C(=N)N(C)C)C (1,1,3,3-tetramethyl guanidine), N[C@@H](C(=O)O)C ((R)-2-amino propionic acid), C(C)(=O)OCC(F)(F)F (trifluoroethyl acetate). Solvent: CO (methanol). Reaction conditions: time 5 hour. Yields the product FC(C(=O)N[C@@H](C(=O)O)C)(F)F ((R)—N-trifluoroacetyl-2-amino propionic acid). Yield: 97.2%. As a reaction SMILES: [NH2:1][C@H:2]([CH3:6])[C:3]([OH:5])=[O:4].CN(C)C(N(C)C)=N.C([O:18][CH2:19][C:20]([F:23])([F:22])[F:21])(=O)C>CO>[F:21][C:20]([F:23])([F:22])[C:19]([NH:1][C@H:2]([CH3:6])[C:3]([OH:5])=[O:4])=[O:18]. Reported procedure: (R)-2-amino propionic acid (8.9 g, 0.1 mol) was dissolved in 100 ml of methanol, and 1,1,3,3-tetramethyl guanidine (15.6 g, 0.136 mol) was added. At room temperature, trifluoroethyl acetate (18.5 g, 0.13 mol) was added dropwise. After the completion of the addition, stirring is conducted to allow a reaction to proceed for 5 hours. Most solvent was removed by evaporation, and the residue was poured into 100 ml of water, acidified with 12 ml of concentrated hydrochloric acid, and extracted with et... Starting materials: BrC1=C(N=C(N(C1=O)C=1C=C(C(=O)NCC(=O)NC)C=CC1C)C)OCC1=C(C=C(C=C1)F)F ((±)3-[5-bromo-4-[(2,4-difluorobenzyl)oxy]-2-methyl-6-oxopyrimidin-1(6H)-yl]-4-methyl-N-{1-[(methylamino)carbonyl]methyl}benzamide), Cl.CNC(CN)=O (N-methylglycineamide hydrochloride). Yields the product NC(=O)[C@H](C)NC(C1=CC(=C(C=C1)C)N1C(=NC(=C(C1=O)Br)OCC1=C(C=C(C=C1)F)F)C)=O ((±)N-[(1S)-1-(aminocarbonyl)ethyl]-3-[5-bromo-4-[(2,4-difluorobenzyl)oxy]-2-methyl-6-oxopyrimidin-1(6H)-yl]-4-methylbenzamide). The yield is 45.0%. Reaction SMILES: [Br:1][C:2]1[C:7](=[O:8])[N:6]([C:9]2[CH:10]=[C:11]([CH:20]=[CH:21][C:22]=2[CH3:23])[C:12]([NH:14][CH2:15][C:16]([NH:18]C)=[O:17])=[O:13])[C:5]([CH3:24])=[N:4][C:3]=1[O:25][CH2:26][C:27]1[CH:32]=[CH:31][C:30]([F:33])=[CH:29][C:28]=1[F:34].Cl.[CH3:36]NC(=O)CN>>[NH2:18][C:16]([C@@H:15]([NH:14][C:12](=[O:13])[C:11]1[CH:20]=[CH:21][C:22]([CH3:23])=[C:9]([N:6]2[C:7](=[O:8])[C:2]([Br:1])=[C:3]([O:25][CH2:26][C:27]3[CH:32]=[CH:31][C:30]([F:33])=[CH:29][C:28]=3[F:34])[N:4]=[C:5]2[CH3:24])[CH:10]=1)[CH3:36])=[O:17] |f:1.2|. Procedure: The title compound was prepared by employing a similar procedure as described for (±)3-[5-bromo-4-[(2,4-difluorobenzyl)oxy]-2-methyl-6-oxopyrimidin-1(6H)-yl]-4-methyl-N-{1-[(methylamino)carbonyl]methyl}benzamide, substituting S-alanineamide hydrochloride for N-methylglycineamide hydrochloride. Yield 45% : 1H NMR (CD3OD/400 MHz) δ 7.96 (m, 1H), 7.73 (dd, 1H, J=2.0 Hz), 7.62 (m, 1H), 7.55 (d, 1H, J=8.0 Hz), 7.01 (m, 2H), 5.56 (abq, 2H), 4.55 (ab q, 1H), 2.18 (s, 3H), 2.14 (s, 3H), and 1.45 (d, 3H,...